From a dataset of the Open Reaction Database (ORD), a public repository of structured organic reaction records. describe an organic reaction: reactants, conditions, products, and yield The reactants are COC1=CC2=C(N=C(S2)N)C=C1 (6-methoxybenzo[d]thiazol-2-amine), C(=S)(N1C=NC=C1)N1C=NC=C1 (1,1′-thiocarbonyldiimidazole). Solvent: C(C)#N (acetonitrile). Conditions: temperature 65 celsius, time 24 hour. Product: COC1=CC2=C(N=C(S2)NC(=S)N2C=NC=C2)C=C1 (N-(6-Methoxybenzo[d]thiazol-2-yl)-1H-imidazole-1-carbothioamide). As a reaction SMILES: [CH3:1][O:2][C:3]1[CH:12]=[CH:11][C:6]2[N:7]=[C:8]([NH2:10])[S:9][C:5]=2[CH:4]=1.[C:13](N1C=CN=C1)([N:15]1[CH:19]=[CH:18][N:17]=[CH:16]1)=[S:14]>C(#N)C>[CH3:1][O:2][C:3]1[CH:12]=[CH:11][C:6]2[N:7]=[C:8]([NH:10][C:13]([N:15]3[CH:19]=[CH:18][N:17]=[CH:16]3)=[S:14])[S:9][C:5]=2[CH:4]=1. Procedure: To 6-methoxybenzo[d]thiazol-2-amine (0.53 g, 2.94 mmol) in acetonitrile (20 mL) was added 1,1′-thiocarbonyldiimidazole (0.681 g, 3.82 mmol). The reaction mixture was stirred at 65° C. for 24 hours. The precipitate was filtered and washed with acetonitrile (2×20 mL) to yield the product. The product was taken directly to the next step without any further purification or characterization. Starting materials: C(C)OC(C(C)(OC1=C(C=C(C=C1)O[C@@H](C)C1=C(N=C(S1)C1=CC=C(C=C1)C(F)(F)F)C)C)C)=O ((S)-2-methyl-2-(2-methyl-4-{1-[4-methyl-2-(4-trifluoromethylphenyl)-thiazol-5-yl]ethoxy}-phenoxy)-propionic acid ethyl ester), C(C)OC(C(C)(OC1=C(C=C(C=C1)O[C@H](C)C1=C(N=C(S1)C1=CC=C(C=C1)C(F)(F)F)C)C)C)=O ((R)-2-methyl-2-(2-methyl-4-{1-[4-methyl-2-(4-trifluoromethylphenyl)-thiazol-5-yl]ethoxy}-phenoxy)-propionic acid ethyl ester). The product is C(C)OC(C(C)(OC1=C(C=C(C=C1)OC(C)C1=C(N=C(S1)C1=CC(=C(C=C1)C(F)(F)F)F)C)C)C)=O (2-methyl-2-(2-methyl-4-{1-[4-methyl-2-(3-Fluoro-4-trifluoromethylphenyl)-thiazol-5-yl]ethoxy}-phenoxy)-propionic acid ethyl ester). RXN SMILES: [CH2:1]([O:3][C:4](=[O:35])[C:5]([CH3:34])([O:7][C:8]1[CH:13]=[CH:12][C:11]([O:14][C@H:15]([C:17]2[S:21][C:20]([C:22]3[CH:27]=[CH:26][C:25]([C:28]([F:31])([F:30])[F:29])=[CH:24][CH:23]=3)=[N:19][C:18]=2[CH3:32])[CH3:16])=[CH:10][C:9]=1[CH3:33])[CH3:6])[CH3:2].C(OC(=O)C(C)(OC1C=CC(O[C@@H](C2SC(C3C=CC(C(F)(F)[F:64])=CC=3)=NC=2C)C)=CC=1C)C)C>>[CH2:1]([O:3][C:4](=[O:35])[C:5]([CH3:6])([O:7][C:8]1[CH:13]=[CH:12][C:11]([O:14][CH:15]([C:17]2[S:21][C:20]([C:22]3[CH:23]=[CH:24][C:25]([C:28]([F:29])([F:31])[F:30])=[C:26]([F:64])[CH:27]=3)=[N:19][C:18]=2[CH3:32])[CH3:16])=[CH:10][C:9]=1[CH3:33])[CH3:34])[CH3:2]. Reported procedure: (S)-2-methyl-2-(2-methyl-4-{1-[4-methyl-2-(4-trifluoromethylphenyl)-thiazol-5-yl]ethoxy}-phenoxy)-propionic acid ethyl ester p1 (R)-2-methyl-2-(2-methyl-4-{1-[4-methyl-2-(4-trifluoromethylphenyl)-thiazol-5-yl]ethoxy}-phenoxy)-propionic acid ethyl ester Starting materials: BrC=1C(C2=CC(=CC=C2C1C1=C(C=C(C=C1)F)F)OCCN1CCOCC1)=O (2-Bromo-3-(2,4-difluorophenyl)-6-{2-(morpholin-4-yl)ethoxy}-1H-inden-1-one), O1CCN(CC1)CCOC1=CC=C2C(=C(C(C2=C1)=O)Br)C1=CC=CC=C1 (6-(2-morpholinoethoxy)-2-bromo-3-phenyl-1H-inden-1-one), COC1=CC=C(C=N1)B(O)O (6-methoxy-3-pyridinylboronic acid). Yields the product FC1=C(C=CC(=C1)F)C1=C(C(C2=CC(=CC=C12)OCCN1CCOCC1)=O)C=1C=NC(=CC1)OC (3-(2,4-difluorophenyl)-2-(6-methoxypyridin-3-yl)-6-[2-(morpholin-4-yl)ethoxy]-1H-inden-1-one). The yield is 81.0%. RXN SMILES: Br[C:2]1[C:3](=[O:28])[C:4]2[C:9]([C:10]=1[C:11]1[CH:16]=[CH:15][C:14]([F:17])=[CH:13][C:12]=1[F:18])=[CH:8][CH:7]=[C:6]([O:19][CH2:20][CH2:21][N:22]1[CH2:27][CH2:26][O:25][CH2:24][CH2:23]1)[CH:5]=2.O1CCN(CCOC2C=C3C(C(C4C=CC=CC=4)=C(Br)C3=O)=CC=2)CC1.[CH3:55][O:56][C:57]1[N:62]=[CH:61][C:60](B(O)O)=[CH:59][CH:58]=1>>[F:18][C:12]1[CH:13]=[C:14]([F:17])[CH:15]=[CH:16][C:11]=1[C:10]1[C:9]2[C:4](=[CH:5][C:6]([O:19][CH2:20][CH2:21][N:22]3[CH2:23][CH2:24][O:25][CH2:26][CH2:27]3)=[CH:7][CH:8]=2)[C:3](=[O:28])[C:2]=1[C:60]1[CH:61]=[N:62][C:57]([O:56][CH3:55])=[CH:58][CH:59]=1. Procedure: The procedure of Step 7 of Example 1 was repeated except for using 2-bromo-3-(2,4-difluorophenyl)-6-{2-(morpholin-4-yl)ethoxy}-1H-inden-1-one obtained in Step 1 of Example 124 as a starting material instead of 6-(2-morpholinoethoxy)-2-bromo-3-phenyl-1H-inden-1-one and 6-methoxy-3-pyridinylboronic acid instead of 3-pyridinylboronic acid to obtain the title compound (81%). As a reaction SMILES: [Br:12][CH2:13][CH2:14][CH2:15][CH2:16][CH2:17][CH2:18][CH2:19][CH3:20].[CH3:21][N:22]([CH3:23])[CH:24]=[O:25].[H-:1].[Na+:2].[OH:3][c:4]1[cH:5][cH:6][c:7]([CH:8]=[O:9])[cH:10][cH:11]1>>[O:3]([c:4]1[cH:5][cH:6][c:7]([CH:8]=[O:9])[cH:10][cH:11]1)[CH2:13][CH2:14][CH2:15][CH2:16][CH2:17][CH2:18][CH2:19][CH3:20]. The product is CCCCCCCCOc1ccc(C=O)cc1. Reactants: CCCCCCCCBr, CN(C)C=O, [H-], [Na+], O=Cc1ccc(O)cc1.